Dataset: the Open Reaction Database (ORD), a public repository of structured organic reaction records. Task: describe an organic reaction: reactants, conditions, products, and yield Product: [N+](=O)([O-])C=1C=C(C=CC1)NC1=C(C(=O)Cl)C=CC=C1 (2-(3-Nitrophenylamino)-benzoyl chloride). As a reaction SMILES: FC(F)(F)[C:3]1[CH:4]=[C:5]([NH:9][C:10]2[CH:18]=[CH:17][CH:16]=[CH:15][C:11]=2[C:12]([Cl:14])=[O:13])[CH:6]=[CH:7][CH:8]=1.[N+:21](C1C=C(NC2C=CC=CC=2C(O)=O)C=CC=1)([O-:23])=[O:22]>>[N+:21]([C:3]1[CH:4]=[C:5]([NH:9][C:10]2[CH:18]=[CH:17][CH:16]=[CH:15][C:11]=2[C:12]([Cl:14])=[O:13])[CH:6]=[CH:7][CH:8]=1)([O-:23])=[O:22]. Reactants: FC(C=1C=C(C=CC1)NC1=C(C(=O)Cl)C=CC=C1)(F)F (2-(3-trifluoromethylphenylamino)-benzoyl chloride), [N+](=O)([O-])C=1C=C(C=CC1)NC1=C(C(=O)O)C=CC=C1 (2-(3-nitrophenylamino)-benzoic acid), [N+](=O)([O-])C=1C=C(C=CC1)NC1=C(C(=O)O)C=CC=C1 (2-(3-nitrophenylamino)-benzoic acid). Reported procedure: The following compound is obtained using the same procedure as that used for procurement of 2-(3-trifluoromethylphenylamino)-benzoyl chloride except that an equivalent amount of 2-(3-nitrophenylamino)-benzoic acid is used in place of the 2-(3-trifluoromethylphenylamino)-benzoic acid of the reference example from 2-(3-nitrophenylamino)-benzoic acid: 2-(3-Nitrophenylamino)-benzoyl chloride ##STR9## Yield: 77% of theory, melting point: 141°-145° C. Isolated yield 77.0%. The reactants are FC=1C=C(C(=O)O)C=CC1O (3-fluoro-4-hydroxybenzoic acid), C[C@H](CO)CC ((S)-2-methyl-1-butanol), O.C1(=CC=C(C=C1)S(=O)(=O)O)C (p-toluenesulfonic acid monohydrate). Run in C1=CC=CC=C1 (benzene). Run at time 8 hour. The product is FC=1C=C(C(=O)OC[C@H](CC)C)C=CC1O ((S)-2-methyl-1-butyl 3-fluoro-4-hydroxybenzoate). The yield is 66.0%. Reaction SMILES: [F:1][C:2]1[CH:3]=[C:4]([CH:8]=[CH:9][C:10]=1[OH:11])[C:5]([OH:7])=[O:6].[CH3:12][C@@H:13]([CH2:16][CH3:17])[CH2:14]O.O.C1(C)C=CC(S(O)(=O)=O)=CC=1>C1C=CC=CC=1>[F:1][C:2]1[CH:3]=[C:4]([CH:8]=[CH:9][C:10]=1[OH:11])[C:5]([O:7][CH2:12][C@@H:13]([CH3:14])[CH2:16][CH3:17])=[O:6] |f:2.3|. Reported procedure: In a 250-ml, round-bottomed flask equipped with a heating mantle, magnetic stirrer, condenser and Dean Stark trap, were placed 2.5 g (16.0 mmol) of 3-fluoro-4-hydroxybenzoic acid, ten g (113.4 mmol) of (S)-2-methyl-1-butanol, 0.347 g of p-toluenesulfonic acid monohydrate and 100 mls of benzene. The reaction mixture was stirred overnight under reflux. The reaction mixture was extracted using saturated aqueous sodium bicarbonate. The organic phase was dried over sodium sulfate, filtered through co... Starting materials: CC=1NN(C(C1)=O)CCOC1=CC=CC=C1 (3-methyl-1-(β-phenoxyethyl)-5-pyrazolone), C(C)(=O)OC(C)=O (acetic anhydride), C(C)(=O)[O-].[Na+] (sodium acetate). Yields the product C(C)(=O)OC1=CC(=NN1CCOC1=CC=CC=C1)C (5-(Acetoxy)-3-methyl-1-(β-phenoxyethyl)-pyrazole). As a reaction SMILES: [CH3:1][C:2]1[NH:3][N:4]([CH2:8][CH2:9][O:10][C:11]2[CH:16]=[CH:15][CH:14]=[CH:13][CH:12]=2)[C:5](=[O:7])[CH:6]=1.[C:17](OC(=O)C)(=[O:19])[CH3:18].C([O-])(=O)C.[Na+]>>[C:17]([O:7][C:5]1[N:4]([CH2:8][CH2:9][O:10][C:11]2[CH:16]=[CH:15][CH:14]=[CH:13][CH:12]=2)[N:3]=[C:2]([CH3:1])[CH:6]=1)(=[O:19])[CH3:18] |f:2.3|. Procedure details: 0.1 mol (21.8 g) of 3-methyl-1-(β-phenoxyethyl)-5-pyrazolone was heated with 0.2 mol (20.4 g) of acetic anhydride in the presence of 0.11 mol (8.2 g) of sodium acetate for 2 hours.